This data is from the Open Reaction Database (ORD), a public repository of structured organic reaction records. The task is: describe an organic reaction: reactants, conditions, products, and yield Reactants: ClC=1C(N(C=CC1OCC1=C(C=C(C=C1)F)F)C1=C(C=C(C#N)C=C1F)F)=O (4-[3-chloro-4-[(2,4-difluorobenzyl)oxy]-2-oxopyridin-1(2H)-yl]-3,5-difluorobenzonitrile), salt, Cl (hydrochloric acid), [K] (potassium), O1CCCC1 (tetrahydrofuran). Solvent: O (water). Reaction conditions: time 2 hour. The product is ClC=1C(N(C=CC1OCC1=C(C=C(C=C1)F)F)C1=C(C=C(C#N)C=C1O)F)=O (4-[3-chloro-4-[(2,4-difluorobenzyl)oxy]-2-oxopyridin-1(2H)-yl]-3-fluoro-5-hydroxybenzonitrile). As a reaction SMILES: [Cl:1][C:2]1[C:3](=[O:28])[N:4]([C:18]2[C:25](F)=[CH:24][C:21]([C:22]#[N:23])=[CH:20][C:19]=2[F:27])[CH:5]=[CH:6][C:7]=1[O:8][CH2:9][C:10]1[CH:15]=[CH:14][C:13]([F:16])=[CH:12][C:11]=1[F:17].[K].Cl.[O:31]1CCCC1>O>[Cl:1][C:2]1[C:3](=[O:28])[N:4]([C:18]2[C:25]([OH:31])=[CH:24][C:21]([C:22]#[N:23])=[CH:20][C:19]=2[F:27])[CH:5]=[CH:6][C:7]=1[O:8][CH2:9][C:10]1[CH:15]=[CH:14][C:13]([F:16])=[CH:12][C:11]=1[F:17] |^1:28|. Procedure: 4-[3-chloro-4-[(2,4-difluorobenzyl)oxy]-2-oxopyridin-1(2H)-yl]-3,5-difluorobenzonitrile (522 mg, 1.28 mmol) and potassium trimethylsilonate 90% (655 mg, 4.60 mmol) are combined in 8 ml anhydrous tetrahydrofuran and stirred under nitrogen at room temperature for 2 hours. The precipitated potassium salt of was collected by filtration, washed with a minimum of tetrahydrofuran, and dried in vacuo. A portion of this salt (275 mg, 0.618 mmol) was dissolved in 5 ml water, the pH was adjusted below 6 wi... Reactants: C(#N)C1=C(C(=CC=C1)[N+](=O)[O-])C#N (1,2-dicyano-3-nitrobenzene), C(C)(C)(C)C1C(C(CCC1)C)O (2-t-butyl-6-methylcyclohexanol). Product: C(#N)C1=C(C(=CC=C1)OC1C(CCCC1C)C(C)(C)C)C#N (1,2-dicyano-3-(2-t-butyl-6-methylcyclohexyloxy)benzene). The yield is 50.0%. As a reaction SMILES: [C:1]([C:3]1[CH:8]=[CH:7][CH:6]=[C:5]([N+]([O-])=O)[C:4]=1[C:12]#[N:13])#[N:2].[C:14]([CH:18]1[CH2:23][CH2:22][CH2:21][CH:20]([CH3:24])[CH:19]1[OH:25])([CH3:17])([CH3:16])[CH3:15]>>[C:1]([C:3]1[CH:8]=[CH:7][CH:6]=[C:5]([O:25][CH:19]2[CH:20]([CH3:24])[CH2:21][CH2:22][CH2:23][CH:18]2[C:14]([CH3:15])([CH3:17])[CH3:16])[C:4]=1[C:12]#[N:13])#[N:2]. Procedure: As in Synthesis Example 1 but using 1.73 grams of 1,2-dicyano-3-nitrobenzene and 3.40 grams of 2-t-butyl-6-methylcyclohexanol, there was obtained 1.48 grams of 1,2-dicyano-3-(2-t-butyl-6-methylcyclohexyloxy)benzene (yield of 50%). Next, as in Synthesis Example 1 but using 1.48 grams of this benzene compound and 0.42 gram of BBr3, there was obtained 1.1 grams of the end product (yield 68%, mp 154°-155° C.). As a reaction SMILES: [OH-].[Na+].[Br:3][C:4]1[CH:5]=[C:6]2[C:10](=[CH:11][CH:12]=1)[NH:9][CH:8]=[CH:7]2.[CH2:13]1[O:15][CH2:14]1>CS(C)=O>[CH2:14]1[O:15][CH2:13]1.[OH:15][CH2:14][CH2:13][N:9]1[C:10]2[C:6](=[CH:5][C:4]([Br:3])=[CH:12][CH:11]=2)[CH:7]=[CH:8]1 |f:0.1|. Product: C1CO1 (ethylene oxide), OCCN1C=CC2=CC(=CC=C12)Br (1-(2-Hydroxyethyl)-5-bromoindole). The solvent is CS(=O)C (DMSO), CS(=O)C (DMSO). Run at temperature 100 celsius, time 5 hour. Reported procedure: A mixture of NaOH (4.4 gm, 0.011 mol) in DMSO (175 ml) was stirred at 100° C. for 5 hours at which time it was cooled to 20° C. To this mixture was added 5-bromoindole (20 gm, 0.102 mol) and the reaction was stirred for 8 hours at room temperature. A solution of ethylene oxide (5.1 gm, 0.125 mol) in DMSO (20 ml) was prepared by bubbling the gas into DMSO. To the bromoindole reaction mixture was slowly added the ethylene oxide solution and stirring was continued for another 2.5 hours. The reactio... Starting materials: [OH-].[Na+] (NaOH), C1CO1 (ethylene oxide), ice water, BrC=1C=C2C=CNC2=CC1 (5-bromoindole). Reactants: CN1CCOCC1 (N-methylmorpholine), C1(CCCCC1)N=C=NC1CCCCC1 (dicyclohexylcarbodiimide), FC(C(=O)O)(F)F.O[C@@H]1[C@@]2([C@]3(C=CC(C=C3CC[C@H]2[C@@H]2C[C@@H]([C@](C(C(O)OC([C@H](C(C)C)N)=O)=O)([C@]2(C1)C)OC(CCCC)=O)C)=O)C)F ((2S)-2-Amino-3-methyl-butyric acid [11β,21-dihydroxy-3,20-dioxo -9-fluoro-16β-methyl-17-valeroyloxy-pregna-1,4-dien-21-yl] ester trifluoroacetate), N([C@@H](C)C(=O)N[C@@H](C)C(=O)N1[C@H](C(=O)O)CCC1)C(=O)OC(C)(C)C (Boc-Ala-Ala-Pro-OH). The solvent is ClCCl (dichloromethane), ClCCl (dichloromethane). Reaction conditions: time 20 hour. Yields the product raw material, F[C@@]12[C@]3(C=CC(C=C3CC[C@H]1[C@@H]1C[C@@H]([C@](C(C(O)OC([C@@H](NC([C@H]3N(CCC3)C([C@@H](NC([C@@H](NC(=O)OC(C)(C)C)C)=O)C)=O)=O)C(C)C)=O)=O)([C@]1(C[C@@H]2O)C)OC(CCCC)=O)C)=O)C (N-(N-(N-(N-((1,1-dimethyl)ethoxycarbonyl)-L-alanyl) -L-alanyl)-L-prolyl)-L-valine [9α-fluoro-11β,21-dihydroxy-16β-methyl-3,20-dioxo-17-valeroyloxy-pregna-1,4-dien-21-yl ] ester). Isolated yield 63.0%. Reaction SMILES: FC(F)(F)C(O)=O.[OH:8][C@H:9]1[CH2:37][C@@:36]2([CH3:38])[C@@H:20]([CH2:21][C@H:22]([CH3:46])[C@:23]2([O:39][C:40](=[O:45])[CH2:41][CH2:42][CH2:43][CH3:44])[C:24](=[O:35])[CH:25]([O:27][C:28](=[O:34])[C@@H:29]([NH2:33])[CH:30]([CH3:32])[CH3:31])[OH:26])[C@H:19]2[C@@:10]1([F:49])[C@:11]1([CH3:48])[C:16]([CH2:17][CH2:18]2)=[CH:15][C:14](=[O:47])[CH:13]=[CH:12]1.[NH:50]([C:68]([O:70][C:71]([CH3:74])([CH3:73])[CH3:72])=[O:69])[C@H:51]([C:53]([NH:55][C@H:56]([C:58]([N:60]1[CH2:67][CH2:66][CH2:65][C@H:61]1[C:62](O)=[O:63])=[O:59])[CH3:57])=[O:54])[CH3:52].CN1CCOCC1.C1(N=C=NC2CCCCC2)CCCCC1>ClCCl>[F:49][C@:10]12[C@@H:9]([OH:8])[CH2:37][C@@:36]3([CH3:38])[C@@H:20]([CH2:21][C@H:22]([CH3:46])[C@:23]3([O:39][C:40](=[O:45])[CH2:41][CH2:42][CH2:43][CH3:44])[C:24](=[O:35])[CH:25]([O:27][C:28](=[O:34])[C@H:29]([CH:30]([CH3:32])[CH3:31])[NH:33][C:62](=[O:63])[C@@H:61]3[CH2:65][CH2:66][CH2:67][N:60]3[C:58](=[O:59])[C@H:56]([CH3:57])[NH:55][C:53](=[O:54])[C@H:51]([CH3:52])[NH:50][C:68]([O:70][C:71]([CH3:72])([CH3:73])[CH3:74])=[O:69])[OH:26])[C@@H:19]1[CH2:18][CH2:17][C:16]1[C@:11]2([CH3:48])[CH:12]=[CH:13][C:14](=[O:47])[CH:15]=1 |f:0.1|. Procedure: 1.04 g (1.50 mmol) of H-Val-O-BMV x TFA (Example 37), 500 mg (1.40 mmol) of Boc-Ala-Ala-Pro-OH and 168 mg (1.40 mmol) of Nhydroxybenzotriazole are dissolved in this sequence in 50 ml of dichloromethane, and 330 μl (3.00 mmol) of N-methylmorpholine is added. Then, a solution of 289 mg (1.40 mmol) of dicyclohexylcarbodiimide in 2 ml of dichloromethane is added and stirred for 20 hours at room temperature. Then, it is suctioned off from precipitated urea, the filtrate is concentrated by evaporation... The reactants are O=C([O-])O, CCN=C=NCCCN(C)C, CN(C)C=O, CCOC(C)=O, CCN(C(C)C)C(C)C, [Cl-], Cl, [NH4+], O=C(O)c1cc(-c2ccccc2)sc1Nc1ccccc1, [Na+], O, O, On1nnc2ccccc21. Yields the product NC(=O)c1cc(-c2ccccc2)sc1Nc1ccccc1. As a reaction SMILES: [C:67](=[O:68])([OH:69])[O-:70].[CH2:45]([N:46]=[C:47]=[N:48][CH2:49][CH2:50][CH2:51][N:52]([CH3:53])[CH3:54])[CH3:55].[CH3:56][N:57]([CH3:58])[CH:59]=[O:60].[CH3:61][CH2:62][O:63][C:64](=[O:65])[CH3:66].[CH:24]([N:27]([CH2:25][CH3:26])[CH:28]([CH3:29])[CH3:30])([CH3:31])[CH3:32].[Cl-:22].[ClH:44].[NH4+:23].[NH:1]([c:2]1[cH:3][cH:4][cH:5][cH:6][cH:7]1)[c:8]1[s:9][c:10](-[c:16]2[cH:17][cH:18][cH:19][cH:20][cH:21]2)[cH:11][c:12]1[C:13](=[O:14])[OH:15].[Na+:71].[OH2:33].[OH2:72].[OH:34][n:35]1[c:36]2[cH:37][cH:38][cH:39][cH:40][c:41]2[n:42][n:43]1>>[NH:1]([c:2]1[cH:3][cH:4][cH:5][cH:6][cH:7]1)[c:8]1[s:9][c:10](-[c:16]2[cH:17][cH:18][cH:19][cH:20][cH:21]2)[cH:11][c:12]1[C:13](=[O:14])[NH2:27]. Starting materials: C(C)C1=NN(C2=CC=CC(=C12)NC(=O)C1=CN=C2N1C=CC(=C2)CC=O)CC2=NC(=CC=C2)C (N-(3-ethyl-1-((6-methylpyridin-2-yl)methyl)-1H-indazol-4-yl)-7-(2-oxoethyl)imidazo[1,2-a]pyridine-3-carboxamide), Cl.F[C@H]1CNCC1 ((R)-3-fluoropyrrolidin hydrochloride). The product is C(C)C1=NN(C2=CC=CC(=C12)NC(=O)C1=CN=C2N1C=CC(=C2)CCN2C[C@@H](CC2)F)CC2=NC(=CC=C2)C ((R)—N-(3-ethyl-1-((6-methylpyridin-2-yl)methyl)-1H-indazol-4-yl)-7-(2-(3-fluoropyrrolidin-1-yl)ethyl)imidazo[1,2-a]pyridine-3-carboxamide). Reaction SMILES: [CH2:1]([C:3]1[C:11]2[C:6](=[CH:7][CH:8]=[CH:9][C:10]=2[NH:12][C:13]([C:15]2[N:19]3[CH:20]=[CH:21][C:22]([CH2:24][CH:25]=O)=[CH:23][C:18]3=[N:17][CH:16]=2)=[O:14])[N:5]([CH2:27][C:28]2[CH:33]=[CH:32][CH:31]=[C:30]([CH3:34])[N:29]=2)[N:4]=1)[CH3:2].Cl.[F:36][C@@H:37]1[CH2:41][CH2:40][NH:39][CH2:38]1>>[CH2:1]([C:3]1[C:11]2[C:6](=[CH:7][CH:8]=[CH:9][C:10]=2[NH:12][C:13]([C:15]2[N:19]3[CH:20]=[CH:21][C:22]([CH2:24][CH2:25][N:39]4[CH2:40][CH2:41][C@@H:37]([F:36])[CH2:38]4)=[CH:23][C:18]3=[N:17][CH:16]=2)=[O:14])[N:5]([CH2:27][C:28]2[CH:33]=[CH:32][CH:31]=[C:30]([CH3:34])[N:29]=2)[N:4]=1)[CH3:2] |f:1.2|. Reported procedure: Prepared according to procedure for Example 128 from N-(3-ethyl-1-((6-methylpyridin-2-yl)methyl)-1H-indazol-4-yl)-7-(2-oxoethyl)imidazo[1,2-a]pyridine-3-carboxamide (Example 127, Steps A-B) and (R)-3-fluoropyrrolidin hydrochloride. MS (ES+APCI) m/z=526 (M+H) detected. Starting materials: ICCCC1=CC=C(C=C1)OCC1=CC=CC=C1 (Benzyl 4-(3-iodopropyl)phenyl ether), N1N=NC=C1 (1H-1,2,3-triazole), C([O-])([O-])=O.[K+].[K+] (potassium carbonate). The solvent is CN(C)C=O (DMF). Run at temperature 70 celsius, time 18.5 hour. The product is C(C1=CC=CC=C1)OC1=CC=C(C=C1)CCCN1N=NC=C1 (1-[3-(4-benzyloxyphenyl)propyl]-1H-1,2,3-triazole). Yield: 41.6%. RXN SMILES: I[CH2:2][CH2:3][CH2:4][C:5]1[CH:10]=[CH:9][C:8]([O:11][CH2:12][C:13]2[CH:18]=[CH:17][CH:16]=[CH:15][CH:14]=2)=[CH:7][CH:6]=1.[NH:19]1[CH:23]=[CH:22][N:21]=[N:20]1.C(=O)([O-])[O-].[K+].[K+]>CN(C=O)C>[CH2:12]([O:11][C:8]1[CH:9]=[CH:10][C:5]([CH2:4][CH2:3][CH2:2][N:19]2[CH:23]=[CH:22][N:21]=[N:20]2)=[CH:6][CH:7]=1)[C:13]1[CH:18]=[CH:17][CH:16]=[CH:15][CH:14]=1 |f:2.3.4|. Reported procedure: Benzyl 4-(3-iodopropyl)phenyl ether (2.47 g), 1H-1,2,3-triazole (629 mg), and potassium carbonate (1.26 g) were suspended in DMF (17.5 ml), followed by stirring at 70° C. for 18.5 hours. The reaction mixture was returned to room temperature and extracted with ethyl acetate, after which it was washed with water and saturated saline. Under reduced pressure, the solvent was distilled off; the residue was purified by silica gel column chromatography (eluent: hexane-ethyl acetate=4:1→2:3) to yield 1-... The reactants are NCCCCO (4-aminobutanol), C(C)(=O)O (acetic acid), C(C1=CC=CC=C1)(=O)OC=1C=C(C=CC1)S(=O)(=O)Cl (3-benzoyloxybenzenesulfonyl chloride), C1CCC2=NCCCN2CC1 (DBU). Solvent: CO (methanol). Run at time 45 minute. Product: C1(CC1)COC=1C=C(C=CC1)S(=O)(=O)NCCCCOCOC (3-(cyclopropylmethoxy)-N-(4-(methoxymethoxy)butyl)benzenesulfonamide). Reaction SMILES: [NH2:1][CH2:2][CH2:3][CH2:4][CH2:5][OH:6].[C:7]([O:15][C:16]1[CH:17]=[C:18]([S:22](Cl)(=[O:24])=[O:23])[CH:19]=[CH:20][CH:21]=1)(=O)[C:8]1[CH:13]=[CH:12]C=CC=1.[CH2:26]1CCN2C(=NCCC2)CC1.[C:37]([OH:40])(=O)C>CO>[CH:8]1([CH2:7][O:15][C:16]2[CH:17]=[C:18]([S:22]([NH:1][CH2:2][CH2:3][CH2:4][CH2:5][O:6][CH2:26][O:40][CH3:37])(=[O:23])=[O:24])[CH:19]=[CH:20][CH:21]=2)[CH2:13][CH2:12]1. Reported procedure: A colorless oil (285 mg) was obtained according to the method of Reference Example 233 from 4-aminobutanol (89 mg) and 3-benzoyloxybenzenesulfonyl chloride (300 mg) obtained according to a method described in the document (J. Pesticide. Chem., 13, 107-115 (1988)). This oil was dissolved in methanol (5.0 mL). To the solution, DBU (441 mg) was added, and the mixture was stirred at room temperature for 45 minutes. To the reaction mixture, acetic acid (210 μL) was added, and the mixture was stirred ... Reactants: ClC=1C(=NC=2C=C3C(=CC2N1)C=CC=C3)Cl (2,3-dichlorobenzo[g]quinoxaline), C(C#C)N (propargylamine), TEA. Run in O1CCOCC1 (dioxane). Product: ClC=1C(=NC=2C=C3C(=CC2N1)C=CC=C3)NCC#C (2-chloro-3-(propargylamino)benzo[g]quinoxaline). Isolated yield 72.7%. Reaction SMILES: Cl[C:2]1[C:3]([Cl:16])=[N:4][C:5]2[CH:6]=[C:7]3[CH:15]=[CH:14][CH:13]=[CH:12][C:8]3=[CH:9][C:10]=2[N:11]=1.[CH2:17]([NH2:20])[C:18]#[CH:19]>O1CCOCC1>[Cl:16][C:3]1[C:2]([NH:20][CH2:17][C:18]#[CH:19])=[N:11][C:10]2[CH:9]=[C:8]3[CH:12]=[CH:13][CH:14]=[CH:15][C:7]3=[CH:6][C:5]=2[N:4]=1. Reported procedure: A mixture of 2,3-dichlorobenzo[g]quinoxaline (0.634 g, 2.55 mmol), propargylamine (0.21 ml, 3.05 mmol) and TEA (0.53 mL, 3.83 mmol) in 15 mL of dioxane was heated to reflux for 4.5 hours. After evaporating the resulting mixture under vacuum, the crude product was chromatographed (CH2Cl2) to afford the title compound as a yellow solid (0.496 g, 73%); mp 169-172° C.; IR (KBr, cm−1) 3412, 3283, 3235, 1570, 1508, 1335; 1H NMR (DMSO) δ 8.44 (s, 1H), 8.26 (s, 1H), 8.16-8.06 (m, 3H), 7.58-7.54 (m, 1H),...